From a dataset of the Open Reaction Database (ORD), a public repository of structured organic reaction records. describe an organic reaction: reactants, conditions, products, and yield The reactants are CCCCOCCOc1ccc(OB([O-])[O-])cc1, COC(=O)C1=Cc2cc(Br)ccc2N(c2ccc(S(N)(=O)=O)cc2)CC1, O=C([O-])[O-], Cc1ccccc1, CCO, [K+], [K+], c1ccc(P(c2ccccc2)(c2ccccc2)[Pd](P(c2ccccc2)(c2ccccc2)c2ccccc2)(P(c2ccccc2)(c2ccccc2)c2ccccc2)P(c2ccccc2)(c2ccccc2)c2ccccc2)cc1. Yields the product CCCCOCCOc1ccc(-c2ccc3c(c2)C=C(C(=O)OC)CCN3c2ccc(S(N)(=O)=O)cc2)cc1. Reaction SMILES: [B:27]([O-:28])([O-:43])[O:44][c:29]1[cH:30][cH:31][c:32]([O:35][CH2:36][CH2:37][O:38][CH2:39][CH2:40][CH2:41][CH3:42])[cH:33][cH:34]1.[Br:1][c:2]1[cH:3][cH:4][c:5]2[c:6]([cH:26]1)[CH:7]=[C:8]([C:22](=[O:23])[O:24][CH3:25])[CH2:9][CH2:10][N:11]2[c:12]1[cH:13][cH:14][c:15]([S:18]([NH2:19])(=[O:20])=[O:21])[cH:16][cH:17]1.[C:45](=[O:46])([O-:47])[O-:48].[CH3:131][c:132]1[cH:133][cH:134][cH:135][cH:136][cH:137]1.[CH3:51][CH2:52][OH:53].[K+:49].[K+:50].[cH:54]1[cH:55][cH:56][c:57]([P:58]([Pd:59]([P:60]([c:61]2[cH:62][cH:63][cH:64][cH:65][cH:66]2)([c:67]2[cH:68][cH:69][cH:70][cH:71][cH:72]2)[c:73]2[cH:74][cH:75][cH:76][cH:77][cH:78]2)([P:79]([c:80]2[cH:81][cH:82][cH:83][cH:84][cH:85]2)([c:86]2[cH:87][cH:88][cH:89][cH:90][cH:91]2)[c:92]2[cH:93][cH:94][cH:95][cH:96][cH:97]2)[P:98]([c:99]2[cH:100][cH:101][cH:102][cH:103][cH:104]2)([c:105]2[cH:106][cH:107][cH:108][cH:109][cH:110]2)[c:111]2[cH:112][cH:113][cH:114][cH:115][cH:116]2)([c:117]2[cH:118][cH:119][cH:120][cH:121][cH:122]2)[c:123]2[cH:124][cH:125][cH:126][cH:127][cH:128]2)[cH:129][cH:130]1>>[c:2]1(-[c:29]2[cH:30][cH:31][c:32]([O:35][CH2:36][CH2:37][O:38][CH2:39][CH2:40][CH2:41][CH3:42])[cH:33][cH:34]2)[cH:3][cH:4][c:5]2[c:6]([cH:26]1)[CH:7]=[C:8]([C:22](=[O:23])[O:24][CH3:25])[CH2:9][CH2:10][N:11]2[c:12]1[cH:13][cH:14][c:15]([S:18]([NH2:19])(=[O:20])=[O:21])[cH:16][cH:17]1.